describe an organic reaction: reactants, conditions, products, and yield From a dataset of the Open Reaction Database (ORD), a public repository of structured organic reaction records. Starting materials: [N+](=O)([O-])C(C)C (2-nitropropane), BrCC1=C(C=NN1C(C)(C)C)C(=O)OCC (5-(bromomethyl)-1-tert-butyl-1H-pyrazole-4-carboxylic acid, ethyl ester), [Na] (Sodium). Procedure: This reaction was conducted in accordance with the procedure described by H. B. Hass and M. L. Bender in J. Am. Chem. Soc., 71, 1767 (1949). Sodium (1.6 grams, 0.07 mole) was dissolved in 50 ml of absolute ethanol. Subsequently, 2-nitropropane (8.1 grams, 0.09 mole) and 5-(bromomethyl)-1-tert-butyl-1H-pyrazole-4-carboxylic acid, ethyl ester (20 grams, 0.07 mole) were added. The resulting reaction mixture was refluxed for two hours, then cooled and the solvent removed in vacuo. The residue was ta... Product: C(=O)C1=C(C=NN1C(C)(C)C)C(=O)OCC (5-formyl-1-tert-butyl-1H-pyrazole-4-carboxylic acid, ethyl ester). The solvent is C(C)O (ethanol). Isolated yield 70.1%. As a reaction SMILES: [Na].[N+](C(C)C)([O-])=[O:3].Br[CH2:9][C:10]1[N:14]([C:15]([CH3:18])([CH3:17])[CH3:16])[N:13]=[CH:12][C:11]=1[C:19]([O:21][CH2:22][CH3:23])=[O:20]>C(O)C>[CH:9]([C:10]1[N:14]([C:15]([CH3:18])([CH3:17])[CH3:16])[N:13]=[CH:12][C:11]=1[C:19]([O:21][CH2:22][CH3:23])=[O:20])=[O:3] |^1:0|. As a reaction SMILES: [CH3:1][CH:2]([C:3](=[O:4])[O-:5])[S:6](=[O:7])(=[O:8])[NH:9][C:10](=[O:11])[c:12]1[cH:13][cH:14][c:15]2[c:16]([CH:34]3[CH2:35][CH2:36][CH2:37][CH2:38][CH2:39]3)[c:17]3[n:18]([c:32]2[cH:33]1)[CH2:19][CH2:20][N:21]([CH3:31])[CH2:22][c:23]1[c:24]-3[cH:25][cH:26][c:27]([O:29][CH3:30])[cH:28]1.[ClH:43].[Na+:42].[O:44]1[CH2:45][CH2:46][O:47][CH2:48][CH2:49]1.[OH-:41].[OH2:40]>>[CH2:2]([C:3](=[O:4])[OH:5])[S:6](=[O:7])(=[O:8])[NH:9][C:10](=[O:11])[c:12]1[cH:13][cH:14][c:15]2[c:16]([CH:34]3[CH2:35][CH2:36][CH2:37][CH2:38][CH2:39]3)[c:17]3[n:18]([c:32]2[cH:33]1)[CH2:19][CH2:20][N:21]([CH3:31])[CH2:22][c:23]1[c:24]-3[cH:25][cH:26][c:27]([O:29][CH3:30])[cH:28]1. Reactants: COc1ccc2c(c1)CN(C)CCn1c-2c(C2CCCCC2)c2ccc(C(=O)NS(=O)(=O)C(C)C(=O)[O-])cc21, Cl, [Na+], C1COCCO1, [OH-], O. The product is COc1ccc2c(c1)CN(C)CCn1c-2c(C2CCCCC2)c2ccc(C(=O)NS(=O)(=O)CC(=O)O)cc21. Starting materials: CC(=O)NCC1CN(c2ccc(C(=O)Oc3c(F)c(F)c(F)c(F)c3F)c(F)c2)C(=O)O1, CN(C)C=O, Nc1ccc(N2CCOCC2)cc1, c1ccncc1. The product is CC(=O)NCC1CN(c2ccc(C(=O)Nc3ccc(N4CCOCC4)cc3)c(F)c2)C(=O)O1. RXN SMILES: [C:1]([CH3:2])(=[O:3])[NH:4][CH2:5][CH:6]1[CH2:7][N:8]([c:12]2[cH:13][c:14]([F:32])[c:15]([C:18]([O:20][c:19]3[c:21]([F:22])[c:23]([F:24])[c:25]([F:26])[c:27]([F:28])[c:29]3[F:30])=[O:31])[cH:16][cH:17]2)[C:9](=[O:11])[O:10]1.[CH3:52][N:53]([CH3:54])[CH:55]=[O:56].[O:33]1[CH2:34][CH2:35][N:36]([c:39]2[cH:40][cH:41][c:42]([NH2:43])[cH:44][cH:45]2)[CH2:37][CH2:38]1.[cH:46]1[cH:47][cH:48][n:49][cH:50][cH:51]1>>[C:1]([CH3:2])(=[O:3])[NH:4][CH2:5][CH:6]1[CH2:7][N:8]([c:12]2[cH:13][c:14]([F:32])[c:15]([C:18](=[O:20])[NH:43][c:42]3[cH:41][cH:40][c:39]([N:36]4[CH2:35][CH2:34][O:33][CH2:38][CH2:37]4)[cH:45][cH:44]3)[cH:16][cH:17]2)[C:9](=[O:11])[O:10]1. Starting materials: NC1=C(C=CC(N1C1=C(C=C(OCCCOS(=O)(=O)C)C=C1F)F)=O)C(C1=CC(=C(C=C1)F)C)=O (Methanesulfonic acid 3-{4-[6-amino-5-(4-fluoro-3-methyl-benzoyl)-2-oxo-2H-pyridin-1-yl]-3,5-difluorophenoxy}propyl ester), C1(CCCC1)OC([C@@H](N)CC(C)C)=O (L-leucine cyclopentyl ester), C1(CCCC1)OC([C@@H](N)CC(C)C)=O (L-leucine cyclopentyl ester). Yields the product NC1=C(C=CC(N1C1=C(C=C(OCCCN[C@H](C(=O)OC2CCCC2)CC(C)C)C=C1F)F)=O)C(C1=CC(=C(C=C1)F)C)=O (Cyclopentyl(S)-2-(3-{4-[6-Amino-5-(4-fluoro-3-methylbenzoyl)-2-oxo-2H-pyridin-1-yl]-3,5-difluorophenoxy}propylamino)-4-methylpentanoate). As a reaction SMILES: [NH2:1][C:2]1[N:7]([C:8]2[C:22]([F:23])=[CH:21][C:11]([O:12][CH2:13][CH2:14][CH2:15]OS(C)(=O)=O)=[CH:10][C:9]=2[F:24])[C:6](=[O:25])[CH:5]=[CH:4][C:3]=1[C:26](=[O:35])[C:27]1[CH:32]=[CH:31][C:30]([F:33])=[C:29]([CH3:34])[CH:28]=1.[CH:36]1([O:41][C:42](=[O:49])[C@H:43]([CH2:45][CH:46]([CH3:48])[CH3:47])[NH2:44])[CH2:40][CH2:39][CH2:38][CH2:37]1>>[NH2:1][C:2]1[N:7]([C:8]2[C:22]([F:23])=[CH:21][C:11]([O:12][CH2:13][CH2:14][CH2:15][NH:44][C@@H:43]([CH2:45][CH:46]([CH3:47])[CH3:48])[C:42]([O:41][CH:36]3[CH2:37][CH2:38][CH2:39][CH2:40]3)=[O:49])=[CH:10][C:9]=2[F:24])[C:6](=[O:25])[CH:5]=[CH:4][C:3]=1[C:26](=[O:35])[C:27]1[CH:32]=[CH:31][C:30]([F:33])=[C:29]([CH3:34])[CH:28]=1. Reported procedure: From Intermediate 4D and L-leucine cyclopentyl ester (Intermediate 8), LCMS purity 100%, m/z 614 [M+H]+, 1H NMR (400 MHz, d6-DMSO), δ: 0.90 (6H, m), 1.60-1.70 (10H, m), 1.90 (2H, m), 2.15 (2H, m), 2.30 (3H, s), 3.00-3.20 (2H, m), 4.10 (1H, s), 4.20 (2H, m), 5.25 (1H, m), 5.70 (1H, d), 7.05 (1H, d), 7.25 (1H, m), 7.40 (1H, m), 7.50 (1H, m), 7.60 (1H, d). The reactants are O1CCN(CC1)C1=C2N=CN(C2=NC(=N1)C=1C=NC(=NC1)N)CC1CNCC1 (5-(6-Morpholino-9-(pyrrolidin-3-ylmethyl)-9H-purin-2-yl)pyrimidin-2-amine), C=1C=CC2=C(C1)N=NN2O (HOBT), C(C)(C)N(CC)C(C)C (diisopropylethylamine), Cl.CN(CCCN=C=NCC)C (N-(3-dimethylaminopropyl)-N′-ethylcarbodiimide Hydrochloride). The solvent is CN(C)C=O (DMF), C(C)(=O)O (acetic acid). Yields the product NC1=NC=C(C=N1)C1=NC(=C2N=CN(C2=N1)CC1CN(CC1)C(C)=O)N1CCOCC1 (1-(3-((2-(2-aminopyrimidin-5-yl)-6-morpholino-9H-purin-9-yl)methyl)pyrrolidin-1-yl)ethanone). As a reaction SMILES: [O:1]1[CH2:6][CH2:5][N:4]([C:7]2[N:15]=[C:14]([C:16]3[CH:17]=[N:18][C:19]([NH2:22])=[N:20][CH:21]=3)[N:13]=[C:12]3[C:8]=2[N:9]=[CH:10][N:11]3[CH2:23][CH:24]2[CH2:28][CH2:27][NH:26][CH2:25]2)[CH2:3][CH2:2]1.C1C=CC2N([OH:38])N=NC=2C=1.C(N([CH:45]([CH3:47])C)CC)(C)C.Cl.CN(C)CCCN=C=NCC>CN(C=O)C.C(O)(=O)C>[NH2:22][C:19]1[N:20]=[CH:21][C:16]([C:14]2[N:13]=[C:12]3[C:8]([N:9]=[CH:10][N:11]3[CH2:23][CH:24]3[CH2:28][CH2:27][N:26]([C:45](=[O:38])[CH3:47])[CH2:25]3)=[C:7]([N:4]3[CH2:5][CH2:6][O:1][CH2:2][CH2:3]3)[N:15]=2)=[CH:17][N:18]=1 |f:3.4|. Reported procedure: 5-(6-Morpholino-9-(pyrrolidin-3-ylmethyl)-9H-purin-2-yl)pyrimidin-2-amine (75 mg) was reacted with excess acetic acid, 2 eq HOBT, 5 eq diisopropylethylamine and 2 eq N-(3-dimethylaminopropyl)-N′-ethylcarbodiimide Hydrochloride in 1 mL of DMF. Upon completion, the reaction was extracted with ethyl acetate and a saturated sodium bicarbonate solution. The organic layer was concentrated and purified via reverse phase HPLC to give 40.1 mg 108 as a white solid. MS (Q1) 424.2 (M)+. Starting materials: CCOC(=O)c1cc2c(nc(C)n2C)c2c1CCC(c1ccccc1)N2, Cl, [Na+], C1COCCO1, [OH-]. Product: Cc1nc2c3c(c(C(=O)O)cc2n1C)CCC(c1ccccc1)N3. As a reaction SMILES: [CH3:1][c:2]1[n:3][c:4]2[c:5]([cH:6][c:7]([C:20](=[O:21])[O:22][CH2:23][CH3:24])[c:8]3[c:13]2[NH:12][CH:11]([c:14]2[cH:15][cH:16][cH:17][cH:18][cH:19]2)[CH2:10][CH2:9]3)[n:25]1[CH3:26].[ClH:27].[Na+:35].[O:28]1[CH2:29][CH2:30][O:31][CH2:32][CH2:33]1.[OH-:34]>>[CH3:1][c:2]1[n:3][c:4]2[c:5]([cH:6][c:7]([C:20](=[O:21])[OH:22])[c:8]3[c:13]2[NH:12][CH:11]([c:14]2[cH:15][cH:16][cH:17][cH:18][cH:19]2)[CH2:10][CH2:9]3)[n:25]1[CH3:26]. Starting materials: [H-].[Na+] (sodium hydride), C(C)OC(CC1C2=C(B(O1)O)C=C(C=C2C)O)=O ((1,6-dihydroxy-4-methyl-1,3-dihydro-benzo[c][1,2]oxaborol-3-yl)-acetic acid ethyl ester), BrCC1=CC=CC=C1 (bromomethyl-benzene). Solvent: CN(C)C=O (DMF). Conditions: time 4 hour. Yields the product C(C)OC(CC1C2=C(B(O1)O)C=C(C=C2C)OCC2=CC=CC=C2)=O ((6-Benzyloxy-1-hydroxy-4-methyl-1,3-dihydro-benzo[c][1,2]oxaborol-3-yl)-acetic acid ethyl ester). Reaction SMILES: [CH2:1]([O:3][C:4](=[O:18])[CH2:5][CH:6]1[O:10][B:9]([OH:11])[C:8]2[CH:12]=[C:13]([OH:17])[CH:14]=[C:15]([CH3:16])[C:7]1=2)[CH3:2].[H-].[Na+].Br[CH2:22][C:23]1[CH:28]=[CH:27][CH:26]=[CH:25][CH:24]=1>CN(C=O)C>[CH2:1]([O:3][C:4](=[O:18])[CH2:5][CH:6]1[O:10][B:9]([OH:11])[C:8]2[CH:12]=[C:13]([O:17][CH2:22][C:23]3[CH:28]=[CH:27][CH:26]=[CH:25][CH:24]=3)[CH:14]=[C:15]([CH3:16])[C:7]1=2)[CH3:2] |f:1.2|. Reported procedure: To a mixture of (1,6-dihydroxy-4-methyl-1,3-dihydro-benzo[c][1,2]oxaborol-3-yl)-acetic acid ethyl ester (0.2 g, 0.8 mmol) in anhydrous DMF (3 mL) was added sodium hydride (0.08 g, 1.6 mmol). After stirring for 15 minutes bromomethyl-benzene (0.274 g, 1.6 mmol) was added and the resulting mixture stirred at room temperature for 4 hours then quenched with crushed ice. The pH was adjusted to 4 with 6M HCl and the mixture extracted with EtOAc. The organic extracts were washed with water, brine, drie... Reactants: OCCCN1C(CCC1)=O (N-(3-hydroxypropyl)-2-pyrrolidone), C1=CC=C(C=C1)P(C2=CC=CC=C2)C3=CC=CC=C3 (PPh3), CCOC(=O)/N=N/C(=O)OCC (DEAD), ClC1=CC=C(C=C1)N(C(C)=O)[C@@H]1C[C@@H](N(C2=CC=CC=C12)C(C1=CC=C(C=C1)O)=O)C ((2S,4R)-N-(4-chloro-phenyl)-N-[1-(4-hydroxy-benzoyl)-2-methyl-1,2,3,4-tetrahydro-quinolin-4-yl]-acetamide). The solvent is C1=CC=CC=C1 (benzene). Conditions: time 5 minute. The product is ClC1=CC=C(C=C1)N(C(C)=O)[C@@H]1C[C@@H](N(C2=CC=CC=C12)C(C1=CC=C(C=C1)OCCCN1C(CCC1)=O)=O)C ((2S,4R)-N-(4-Chloro-phenyl)-N-(2-methyl-1-{4-[3-(2-oxo-pyrrolidin-1-yl)-propoxy]-benzoyl}-1,2,3,4-tetrahydro-quinolin-4-yl)-acetamide). Isolated yield 45.0%. As a reaction SMILES: [OH:1][CH2:2][CH2:3][CH2:4][N:5]1[CH2:9][CH2:8][CH2:7][C:6]1=[O:10].C1C=CC(P(C2C=CC=CC=2)C2C=CC=CC=2)=CC=1.[Cl:30][C:31]1[CH:36]=[CH:35][C:34]([N:37]([C@H:41]2[C:50]3[C:45](=[CH:46][CH:47]=[CH:48][CH:49]=3)[N:44]([C:51](=[O:59])[C:52]3[CH:57]=[CH:56][C:55](O)=[CH:54][CH:53]=3)[C@@H:43]([CH3:60])[CH2:42]2)[C:38](=[O:40])[CH3:39])=[CH:33][CH:32]=1.CCOC(/N=N/C(OCC)=O)=O>C1C=CC=CC=1>[Cl:30][C:31]1[CH:32]=[CH:33][C:34]([N:37]([C@H:41]2[C:50]3[C:45](=[CH:46][CH:47]=[CH:48][CH:49]=3)[N:44]([C:51](=[O:59])[C:52]3[CH:57]=[CH:56][C:55]([O:1][CH2:2][CH2:3][CH2:4][N:5]4[CH2:9][CH2:8][CH2:7][C:6]4=[O:10])=[CH:54][CH:53]=3)[C@@H:43]([CH3:60])[CH2:42]2)[C:38](=[O:40])[CH3:39])=[CH:35][CH:36]=1. Procedure: N-(3-hydroxypropyl)-2-pyrrolidone was dissolved in benzene at room temperature with PPh3 (0.044 g, 0.16 mmol) added (2S,4R)-N-(4-chloro-phenyl)-N-[1-(4-hydroxy-benzoyl)-2-methyl-1,2,3,4-tetrahydro-quinolin-4-yl]-acetamide (0.100 g, 0.22 mmol) and stirred for 5 min. DEAD (0.029 g, 0.16 mmol) was added and the reaction was stirred for 18 h at room temperature. The reaction was concentrated and purified by silica gel chromatography (4% MeOH/96% CH2Cl2 to 5% MeOH/95% CH2Cl2 to 6% MeOH/94% CH2Cl2) to...